This data is from the Open Reaction Database (ORD), a public repository of structured organic reaction records. The task is: describe an organic reaction: reactants, conditions, products, and yield The reactants are CC(C)(C)[Si](OC[C@H](C)OC=1C=C(C(=O)NC2=NN(C=C2)C(C)C)C=C(C1)O)(C)C (3-[((1S)-2-{[(1,1-dimethylethyl)(dimethyl)silyl]oxy}-1-methylethyl)oxy]-5-hydroxy-N-[1-(1-methylethyl)-1H-pyrazol-3-yl]benzamide), N1(CCC1)C(=O)C=1C=C(C(=NC1)Cl)Cl (5-(azetidin-1-ylcarbonyl)-2,3-dichloropyridine), C([O-])([O-])=O.[K+].[K+] (potassium carbonate). Solvent: C(C)#N (acetonitrile). Conditions: temperature 160 celsius. The product is N1(CCC1)C(=O)C=1C=C(C(=NC1)OC=1C=C(C(=O)NC2=NN(C=C2)C(C)C)C=C(C1)O[C@H](CO[Si](C)(C)C(C)(C)C)C)Cl (3-{[5-(Azetidin-1-ylcarbonyl)-3-chloropyridin-2-yl]oxy}-5-[((15)-2-{[(1,1-dimethylethyl)(dimethyl)silyl]oxy}-1-methylethyl)oxy]-N-[1-(1-methylethyl)-1H-pyrazol-3-yl]benzamide). Isolated yield 94.2%. RXN SMILES: [CH3:1][C:2]([Si:5]([CH3:30])([CH3:29])[O:6][CH2:7][C@@H:8]([O:10][C:11]1[CH:12]=[C:13]([CH:25]=[C:26]([OH:28])[CH:27]=1)[C:14]([NH:16][C:17]1[CH:21]=[CH:20][N:19]([CH:22]([CH3:24])[CH3:23])[N:18]=1)=[O:15])[CH3:9])([CH3:4])[CH3:3].[N:31]1([C:35]([C:37]2[CH:38]=[C:39]([Cl:44])[C:40](Cl)=[N:41][CH:42]=2)=[O:36])[CH2:34][CH2:33][CH2:32]1.C(=O)([O-])[O-].[K+].[K+]>C(#N)C>[N:31]1([C:35]([C:37]2[CH:38]=[C:39]([Cl:44])[C:40]([O:28][C:26]3[CH:25]=[C:13]([CH:12]=[C:11]([O:10][C@@H:8]([CH3:9])[CH2:7][O:6][Si:5]([C:2]([CH3:4])([CH3:3])[CH3:1])([CH3:30])[CH3:29])[CH:27]=3)[C:14]([NH:16][C:17]3[CH:21]=[CH:20][N:19]([CH:22]([CH3:24])[CH3:23])[N:18]=3)=[O:15])=[N:41][CH:42]=2)=[O:36])[CH2:34][CH2:33][CH2:32]1 |f:2.3.4|. Reported procedure: A solution of 3-[((1S)-2-{[(1,1-dimethylethyl)(dimethyl)silyl]oxy}-1-methylethyl)oxy]-5-hydroxy-N-[1-(1-methylethyl)-1H-pyrazol-3-yl]benzamide (103 mg, 0.24 mmol) and 5-(azetidin-1-ylcarbonyl)-2,3-dichloropyridine (66 mg, 0.29 mmol) in acetonitrile (2 mL), containing potassium carbonate (66 mg, 0.48 mmol), was heated in a microwave reactor at 160° C. for 6 hours. The reaction mixture was filtered and the filtrate evaporated to dryness under reduced pressure and purified by chromatography on sili... The reactants are [I-].[Na+] (sodium iodide), C(C)(C)(C)OC(=O)N1C[C@@H](CC1)O (N-tert-butoxycarbonyl-(R)-3-hydroxypyrrolidine), C(C1=CC=CC=C1)Cl (benzyl chloride), aqueous solution, [OH-].[Na+] (sodium hydroxide), C(C)(C)(C)OC(=O)N1C[C@@H](CC1)O (N-tert-butoxycarbonyl-(R)-3-hydroxypyrrolidine). The reagents and catalysts are [Br-].C(CCC)[N+](CCCC)(CCCC)CCCC (tetra-n-butyl ammonium bromide). Solvent: C1(=CC=CC=C1)C (toluene). Run at temperature 50 celsius. Product: C(C)(C)(C)OC(=O)N1C[C@@H](CC1)OCC1=CC=CC=C1 (N-tert-butoxycarbonyl-(R)-3-benzyloxypyrrolidine). RXN SMILES: [C:1]([O:5][C:6]([N:8]1[CH2:12][CH2:11][C@@H:10]([OH:13])[CH2:9]1)=[O:7])([CH3:4])([CH3:3])[CH3:2].[I-].[Na+].[OH-].[Na+].[CH2:18](Cl)[C:19]1[CH:24]=[CH:23][CH:22]=[CH:21][CH:20]=1>C1(C)C=CC=CC=1.[Br-].C([N+](CCCC)(CCCC)CCCC)CCC>[C:1]([O:5][C:6]([N:8]1[CH2:12][CH2:11][C@@H:10]([O:13][CH2:18][C:19]2[CH:24]=[CH:23][CH:22]=[CH:21][CH:20]=2)[CH2:9]1)=[O:7])([CH3:4])([CH3:2])[CH3:3] |f:1.2,3.4,7.8|. Reported procedure: N-tert-butoxycarbonyl-(R)-3-hydroxypyrrolidine prepared separately was dissolved in 748 mg of toluene followed by adding 16 mg of tetra-n-butyl ammonium bromide and 9 mg of sodium iodide. Further, after 666 mg of 30% aqueous solution of sodium hydroxide was added and the mixture was heated to 50° C., 164 mg of benzyl chloride was dropped. A reaction temperature was cooled to 25° C. to stop the reaction at the stage where a remaining N-tert-butoxycarbonyl-(R)-3-hydroxypyrrolidine became 6.4 wt % ... Starting materials: CC(=O)C1=CC=C(C=C1)N (4-aminoacetophenone), [N-]=C=O.COC([C@@H](N)CC1=C(C=C(C=C1)O)C(C)=O)=O (0-acetyltyrosine methyl ester isocyanate), C1CCOC1 (THF), C1CCOC1 (THF), Cl.NO (hydroxylamine hydrochloride), C(OC)(OC)OC (trimethyl orthoformate). The solvent is N1=CC=CC=C1 (pyridine). Run at time 3 hour. Yields the product ON=C(C)C1=CC=C(C=C1)NC(=O)NC(CC1=CC=C(C=C1)OC(C)=O)C(=O)OC (N-[4-(1-hydroxyiminoethyl)phenyl]-N'-[1-methoxycarbonyl-2-(4-acetyloxyphenyl)ethyl]urea). As a reaction SMILES: [CH3:1][C:2]([C:4]1[CH:9]=[CH:8][C:7]([NH2:10])=[CH:6][CH:5]=1)=O.[N-:11]=[C:12]=[O:13].[CH3:14][O:15][C:16](=[O:30])[C@H:17]([CH2:19][C:20]1[CH:25]=[CH:24][C:23]([OH:26])=[CH:22][C:21]=1C(=O)C)N.Cl.[NH2:32][OH:33].C(OC)(OC)OC.C1C[O:44][CH2:43][CH2:42]1>N1C=CC=CC=1>[OH:33][N:32]=[C:2]([C:4]1[CH:9]=[CH:8][C:7]([NH:10][C:12]([NH:11][CH:17]([C:16]([O:15][CH3:14])=[O:30])[CH2:19][C:20]2[CH:21]=[CH:22][C:23]([O:26][C:43](=[O:44])[CH3:42])=[CH:24][CH:25]=2)=[O:13])=[CH:6][CH:5]=1)[CH3:1] |f:1.2,3.4|. Procedure: A solution of 0.02 mol 4-aminoacetophenone in 40 mL THF is added dropwise to a solution of 0.02 mol of 0-acetyltyrosine methyl ester isocyanate and 5 mL pyridine in 40 mL THF, and the reaction mixture is stirred for 3 hours. The solvent is then removed by rotary evaporator. The residue is dipersed in 50 ml CH3OH, and ) 0.022 mol hydroxylamine hydrochloride and 0.06 mol trimethyl orthoformate are added. The reaction mixture is heated to reflux for 1 hour. The solvent is removed by rotary evaporat... Procedure: A mixture of N-[(1-benzyl-4-hydroxypiperidin-4-yl)methyl]-3,3-dimethyl-2-oxoindoline-1-carboxamide (280 mg, 0.68 mmol, step 1 of Example 12) and palladium hydroxide (80 mg, 20 wt. % Pd on carbon,) in 10% HCl in methanol was stirred under H2 atmosphere for 20 h. The mixture was filtered through a pad of Celite, washed with methanol and the filtrate was concentrated to give pale yellow oil. The residue was chromatographed on silica gel column eluting with CH2Cl2/methanol/NH4OH (10:1:0.2) to give 7... The product is OC1(CCNCC1)CNC(=O)N1C(C(C2=CC=CC=C12)(C)C)=O (N-[(4-Hydroxypiperidin-4-yl)methyl]-3,3-dimethyl-2-oxoindoline-1-carboxamide). Conditions: time 20 hour. The reactants are C(C1=CC=CC=C1)N1CCC(CC1)(O)CNC(=O)N1C(C(C2=CC=CC=C12)(C)C)=O (N-[(1-benzyl-4-hydroxypiperidin-4-yl)methyl]-3,3-dimethyl-2-oxoindoline-1-carboxamide). Run in Cl (HCl), CO (methanol). The yield is 33.8%. RXN SMILES: C([N:8]1[CH2:13][CH2:12][C:11]([CH2:15][NH:16][C:17]([N:19]2[C:27]3[C:22](=[CH:23][CH:24]=[CH:25][CH:26]=3)[C:21]([CH3:29])([CH3:28])[C:20]2=[O:30])=[O:18])([OH:14])[CH2:10][CH2:9]1)C1C=CC=CC=1>Cl.CO.[OH-].[Pd+2].[OH-]>[OH:14][C:11]1([CH2:15][NH:16][C:17]([N:19]2[C:27]3[C:22](=[CH:23][CH:24]=[CH:25][CH:26]=3)[C:21]([CH3:28])([CH3:29])[C:20]2=[O:30])=[O:18])[CH2:12][CH2:13][NH:8][CH2:9][CH2:10]1 |f:3.4.5|. The reagents and catalysts are [OH-].[Pd+2].[OH-] (palladium hydroxide). The reactants are CS(=O)(=O)C1=CC=C(C=N1)OC=1C=C2C=C(NC2=C(C1)OC1CCOCC1)C=1SC(CN1)CC(=O)O ({2-[5-{[6-(methylsulfonyl)pyridin-3-yl]oxy}-7-(tetrahydro-2H-pyran-4-yloxy)-1H-indol-2-yl]-4,5-dihydro-1,3-thiazol-5-yl}acetic acid), O.ON1N=NC2=C1C=CC=C2 (1-hydroxybenzotriazole monohydrate), Cl.C(C)N=C=NCCCN(C)C (1-ethyl-3-(3-dimethylaminopropyl)carbodiimide hydrochloride), N (ammonia). Solvent: CCCCCC (hexane), O (Water), C(C)(=O)OCC (ethyl acetate), CN(C=O)C (N,N-dimethylformamide). Run at time 1 hour. Yields the product CS(=O)(=O)C1=CC=C(C=N1)OC=1C=C2C=C(NC2=C(C1)OC1CCOCC1)C=1SC(CN1)CC(=O)N (2-{2-[5-{[6-(Methylsulfonyl)pyridin-3-yl]oxy}-7-(tetrahydro-2H-pyran-4-yloxy)-1H-indol-2-yl]-4,5-dihydro-1,3-thiazol-5-yl}acetamide). Yield: 34.9%. Reaction SMILES: [CH3:1][S:2]([C:5]1[N:10]=[CH:9][C:8]([O:11][C:12]2[CH:13]=[C:14]3[C:18](=[C:19]([O:21][CH:22]4[CH2:27][CH2:26][O:25][CH2:24][CH2:23]4)[CH:20]=2)[NH:17][C:16]([C:28]2[S:29][CH:30]([CH2:33][C:34](O)=[O:35])[CH2:31][N:32]=2)=[CH:15]3)=[CH:7][CH:6]=1)(=[O:4])=[O:3].O.O[N:39]1C2C=CC=CC=2N=N1.Cl.C(N=C=NCCCN(C)C)C.N>CN(C)C=O.CCCCCC.C(OCC)(=O)C.O>[CH3:1][S:2]([C:5]1[N:10]=[CH:9][C:8]([O:11][C:12]2[CH:13]=[C:14]3[C:18](=[C:19]([O:21][CH:22]4[CH2:27][CH2:26][O:25][CH2:24][CH2:23]4)[CH:20]=2)[NH:17][C:16]([C:28]2[S:29][CH:30]([CH2:33][C:34]([NH2:39])=[O:35])[CH2:31][N:32]=2)=[CH:15]3)=[CH:7][CH:6]=1)(=[O:3])=[O:4] |f:1.2,3.4|. Reported procedure: To a solution of {2-[5-{[6-(methylsulfonyl)pyridin-3-yl]oxy}-7-(tetrahydro-2H-pyran-4-yloxy)-1H-indol-2-yl]-4,5-dihydro-1,3-thiazol-5-yl}acetic acid (365 mg) in N,N-dimethylformamide (5 mL) were added 1-hydroxybenzotriazole monohydrate (158 mg), 1-ethyl-3-(3-dimethylaminopropyl)carbodiimide hydrochloride (198 mg), and 25% aqueous ammonia (2.7 mL), and the mixture was stirred at room temperature for 1 hr. Water was added to the reaction mixture, and the mixture was extracted with ethyl acetate. T...